Dataset: the Open Reaction Database (ORD), a public repository of structured organic reaction records. Task: describe an organic reaction: reactants, conditions, products, and yield The reactants are ClC1=C(C(CN2C=NC=C2)=O)C=CC(=C1)Cl (N-(2,4-dichlorophenacyl)-imidazole), NCCCO (3-amino-1-propanol), O (water). Solvent: C1(=CC=CC=C1)C (toluene). The product is ClC1=C(C=CC(=C1)Cl)C(CN1C=NC=C1)=NCCCO (1-(2-(2,4-dichlorophenyl)-2-(3-hydroxypropylimino)ethyl)-1H-imidazole). Yield: 95.6%. As a reaction SMILES: [Cl:1][C:2]1[CH:15]=[C:14]([Cl:16])[CH:13]=[CH:12][C:3]=1[C:4](=O)[CH2:5][N:6]1[CH:10]=[CH:9][N:8]=[CH:7]1.[NH2:17][CH2:18][CH2:19][CH2:20][OH:21].O>C1(C)C=CC=CC=1>[Cl:1][C:2]1[CH:15]=[C:14]([Cl:16])[CH:13]=[CH:12][C:3]=1[C:4](=[N:17][CH2:18][CH2:19][CH2:20][OH:21])[CH2:5][N:6]1[CH:10]=[CH:9][N:8]=[CH:7]1. Procedure details: 153.2 g (0.60 mole) of N-(2,4-dichlorophenacyl)-imidazole and 53.0 g (0.705 mole) of 3-amino-1-propanol are suspended or dissolved in 400 ml of toluene, and the mixture is heated under reflux with a water trap until no more water of reaction separates out. The reaction solution is then washed 3 times with water, the organic phase is dried with sodium sulfate and, after the solvent has been evaporated off, 179 g of 1-(2-(2,4-dichlorophenyl)-2-(3-hydroxypropylimino)ethyl)-1H-imidazole are obtained... Reactants: C1CCNC1, COC(=O)C1CC(C)(C)CCN1, Cl. Yields the product CC1(C)CCNC(C(=O)N2CCCC2)C1. As a reaction SMILES: [CH2:14]1[CH2:15][CH2:16][NH:17][CH2:18]1.[CH3:2][O:3][C:4]([CH:5]1[NH:6][CH2:7][CH2:8][C:9]([CH3:11])([CH3:12])[CH2:10]1)=[O:13].[ClH:1]>>[C:4]([CH:5]1[NH:6][CH2:7][CH2:8][C:9]([CH3:11])([CH3:12])[CH2:10]1)(=[O:13])[N:17]1[CH2:16][CH2:15][CH2:14][CH2:18]1. The reactants are CCOC(=O)c1ccc(OCc2ccccc2)c(Cl)c1, CO, NN. Product: NNC(=O)c1ccc(OCc2ccccc2)c(Cl)c1. As a reaction SMILES: [CH2:1]([c:2]1[cH:3][cH:4][cH:5][cH:6][cH:7]1)[O:8][c:9]1[c:10]([Cl:20])[cH:11][c:12]([C:13](=[O:14])[O:15][CH2:16][CH3:17])[cH:18][cH:19]1.[CH3:23][OH:24].[NH2:21][NH2:22]>>[CH2:1]([c:2]1[cH:3][cH:4][cH:5][cH:6][cH:7]1)[O:8][c:9]1[c:10]([Cl:20])[cH:11][c:12]([C:13](=[O:14])[NH:21][NH2:22])[cH:18][cH:19]1.